Dataset: the Open Reaction Database (ORD), a public repository of structured organic reaction records. Task: describe an organic reaction: reactants, conditions, products, and yield Starting materials: O=C(C=1C=CN(C1)C)C, [Zn].O=S(O)CF. Reagents/catalysts: OOC(C)(C)C. Solvent: O, ClCCCl. Conditions: temperature 25 celsius, time 18 hour. The product is O=C(C=1C=CN(C1CF)C)C. Yield: 40.0%. Reaction conditions: time 18 hour. Isolated yield 69.0%. Product: C(C)(C)(C)OC(COC1=C2C(=C(N(C2=CC=C1)CC1=CC=CC=C1)CC)NC(=O)N)=O ([[2-Ethyl-1-(phenylmethyl)-3-ureido-1H-indol-4-yl]oxy]acetic acid tert-butyl ester). Starting materials: adduct, C(C)(=O)O (acetic acid), C[Si](C)(C)N=C=O (trimethyisiiyiisocyanate), C(C)(C)(C)OC(COC1=C2C=C(N(C2=CC=C1)CC1=CC=CC=C1)CC)=O ([[2-ethyl-1-(phenylmethyl)-1H-indol-4-yl]oxy]acetic acid tert-butyl ester), ClC(COC(=O)N=NC(=O)OCC(Cl)(Cl)Cl)(Cl)Cl (bis(2,2,2-trichloroethyl)-azodicarboxylate). As a reaction SMILES: [C:1]([O:5][C:6](=[O:27])[CH2:7][O:8][C:9]1[CH:17]=[CH:16][CH:15]=[C:14]2[C:10]=1[CH:11]=[C:12]([CH2:25][CH3:26])[N:13]2[CH2:18][C:19]1[CH:24]=[CH:23][CH:22]=[CH:21][CH:20]=1)([CH3:4])([CH3:3])[CH3:2].ClC(Cl)(Cl)COC(N=[N:35][C:36]([O:38]CC(Cl)(Cl)Cl)=O)=O.C(O)(=O)C.C[Si]([N:54]=C=O)(C)C>C(OCC)C.C1COCC1.O.[Zn]>[C:1]([O:5][C:6](=[O:27])[CH2:7][O:8][C:9]1[CH:17]=[CH:16][CH:15]=[C:14]2[C:10]=1[C:11]([NH:35][C:36]([NH2:54])=[O:38])=[C:12]([CH2:25][CH3:26])[N:13]2[CH2:18][C:19]1[CH:20]=[CH:21][CH:22]=[CH:23][CH:24]=1)([CH3:4])([CH3:3])[CH3:2]. Procedure: A solution of 2.3 g (6.3 mmol) [[2-ethyl-1-(phenylmethyl)-1H-indol-4-yl]oxy]acetic acid tert-butyl ester and 4.8 g (12.6 mmol) bis(2,2,2-trichloroethyl)-azodicarboxylate in diethyl ether is stirred for 24 hours at room temperature. The resulting solid is filtered and vacuum dried. This adduct (1 g, 1.3 mmol) is dissolved in 10 mL of THF and treated with zinc (1 g) and glacial acetic acid (0.5 mL) . After stirring for 30 minutes at room temperature an excess of trimethyisiiyiisocyanate in 1 mL, o... Solvent: C1CCOC1 (THF), O (water), C1CCOC1 (THF), C(C)OCC (diethyl ether). Reagents/catalysts: [Zn] (zinc). The reactants are BrC=1C=C2C3=NC(=CN3C3CC(C2=CC1F)C3)C(=O)OC (Methyl 9-bromo-10-fluoro-2,5-diazatetracyclo[11.1.1.0[2,6].0[7,12]]pentadeca-3,5,7,9,11-pentaene-4-carboxylate), C(=O)OCC (ethyl formate). Run in O (water). Product: BrC1=CC=2C3=NC(=C(N3C3CC(C2C=C1F)C3)C=O)C(=O)OC (methyl 9-bromo-10-fluoro-3-formyl-2,5-diazatetracyclo[11.1.1.0[2,6].0[7,12]]pentadeca-3,5,7(12),8,10-pentaene-4-carboxylate). RXN SMILES: [Br:1][C:2]1[CH:3]=[C:4]2[C:13](=[CH:14][C:15]=1[F:16])[CH:12]1[CH2:17][CH:10]([CH2:11]1)[N:9]1[C:5]2=[N:6][C:7]([C:18]([O:20][CH3:21])=[O:19])=[CH:8]1.[CH:22](OCC)=[O:23]>O>[Br:1][C:2]1[C:15]([F:16])=[CH:14][C:13]2[CH:12]3[CH2:11][CH:10]([CH2:17]3)[N:9]3[C:5](=[N:6][C:7]([C:18]([O:20][CH3:21])=[O:19])=[C:8]3[CH:22]=[O:23])[C:4]=2[CH:3]=1. Procedure: Methyl 9-bromo-10-fluoro-2,5-diazatetracyclo[11.1.1.0[2,6].0[7,12]]pentadeca-3,5,7,9,11-pentaene-4-carboxylate (4 g) was reacted with ethyl formate similar to as described in Example 8 or Example 9 to give (2.3 g) of methyl 9-bromo-10-fluoro-3-formyl-2,5-diazatetracyclo[11.1.1.0[2,6].0[7,12]]pentadeca-3,5,7(12),8,10-pentaene-4-carboxylate following triteration from water. The reactants are COC(=O)C=1SC(=CC1OC(C)C1=C(C=CC=C1)Cl)B1OC(C(O1)(C)C)(C)C (3-[1-(2-Chloro-phenyl)-ethoxy]-5-(4,4,5,5-tetramethyl-[1,3,2]dioxaborolan-2-yl)-thiophene-2-carboxylic acid methyl ester), BrC=1C=NC=CC1 (3-bromopyridine), C(=O)([O-])[O-].[K+].[K+] (K2CO3). Reagents/catalysts: C=1C=CC(=CC1)[P](C=2C=CC=CC2)(C=3C=CC=CC3)[Pd]([P](C=4C=CC=CC4)(C=5C=CC=CC5)C=6C=CC=CC6)([P](C=7C=CC=CC7)(C=8C=CC=CC8)C=9C=CC=CC9)[P](C=1C=CC=CC1)(C=1C=CC=CC1)C=1C=CC=CC1 (Pd(PPh3)4). The solvent is CCO (EtOH), C1(=CC=CC=C1)C (toluene). Product: COC(=O)C=1SC(=CC1OC(C)C1=C(C=CC=C1)Cl)C=1C=NC=CC1 (3-[1-(2-Chloro-phenyl)-ethoxy]-5-pyridin-3-yl-thiophene-2-carboxylic acid methyl ester). RXN SMILES: [CH3:1][O:2][C:3]([C:5]1[S:6][C:7](B2OC(C)(C)C(C)(C)O2)=[CH:8][C:9]=1[O:10][CH:11]([C:13]1[CH:18]=[CH:17][CH:16]=[CH:15][C:14]=1[Cl:19])[CH3:12])=[O:4].Br[C:30]1[CH:31]=[N:32][CH:33]=[CH:34][CH:35]=1.C([O-])([O-])=O.[K+].[K+]>C1(C)C=CC=CC=1.CCO.C1C=CC([P]([Pd]([P](C2C=CC=CC=2)(C2C=CC=CC=2)C2C=CC=CC=2)([P](C2C=CC=CC=2)(C2C=CC=CC=2)C2C=CC=CC=2)[P](C2C=CC=CC=2)(C2C=CC=CC=2)C2C=CC=CC=2)(C2C=CC=CC=2)C2C=CC=CC=2)=CC=1>[CH3:1][O:2][C:3]([C:5]1[S:6][C:7]([C:30]2[CH:31]=[N:32][CH:33]=[CH:34][CH:35]=2)=[CH:8][C:9]=1[O:10][CH:11]([C:13]1[CH:18]=[CH:17][CH:16]=[CH:15][C:14]=1[Cl:19])[CH3:12])=[O:4] |f:2.3.4,^1:55,57,76,95|. Procedure details: 3-[1-(2-Chloro-phenyl)-ethoxy]-5-(4,4,5,5-tetramethyl-[1,3,2]dioxaborolan-2-yl)-thiophene-2-carboxylic acid methyl ester (150 mg, 0.37 mmol, 1.0 Eq.), 3-bromopyridine (69 mg, 0.44 mmol, 1.2 Eq.) and Pd(PPh3)4 (42 mg, 0.04 mmol, 0.1 Eq.) were dissolved in toluene (1.6 mL) and EtOH (0.4 mL). 2M K2CO3 (0.55 mL, 1.10 mmol, 3.0 Eq) and the reaction heated under microwave conditions at 140° C. for 15 minutes. The reaction was partitioned between EtOAc (10 mL) and water (10 mL) and the aqueous phase ex... The reactants are C(C1=CC=CC=C1)OCCN1C(C=CC(=C1)Br)=O (1-(2-(benzyloxy)ethyl)-5-bromopyridin-2(1 H)-one), C1(=CC=CC=C1)B(O)O (phenylboronic acid), C(=O)([O-])[O-].[Na+].[Na+] (Na2CO3). Reagents/catalysts: C1=CC=C(C=C1)P([C-]2C=CC=C2)C3=CC=CC=C3.C1=CC=C(C=C1)P([C-]2C=CC=C2)C3=CC=CC=C3.Cl[Pd]Cl.[Fe+2] (1,1′-bis(diphenylphosphino)ferrocene-palladium dichloride). Run in COCCOC (DME). Reaction conditions: temperature 85 celsius. The product is C(C1=CC=CC=C1)OCCN1C(C=CC(=C1)C1=CC=CC=C1)=O (1-(2-(Benzyloxy)ethyl)-5-phenylpyridin-2(1 H)-one). Reaction SMILES: [CH2:1]([O:8][CH2:9][CH2:10][N:11]1[CH:16]=[C:15](Br)[CH:14]=[CH:13][C:12]1=[O:18])[C:2]1[CH:7]=[CH:6][CH:5]=[CH:4][CH:3]=1.[C:19]1(B(O)O)[CH:24]=[CH:23][CH:22]=[CH:21][CH:20]=1.C([O-])([O-])=O.[Na+].[Na+]>C1C=CC(P(C2C=CC=CC=2)[C-]2C=CC=C2)=CC=1.C1C=CC(P(C2C=CC=CC=2)[C-]2C=CC=C2)=CC=1.Cl[Pd]Cl.[Fe+2].COCCOC>[CH2:1]([O:8][CH2:9][CH2:10][N:11]1[CH:16]=[C:15]([C:19]2[CH:24]=[CH:23][CH:22]=[CH:21][CH:20]=2)[CH:14]=[CH:13][C:12]1=[O:18])[C:2]1[CH:7]=[CH:6][CH:5]=[CH:4][CH:3]=1 |f:2.3.4,5.6.7.8|. Reported procedure: A suspension of 1-(2-(benzyloxy)ethyl)-5-bromopyridin-2(1 H)-one (350 mg, 1.14 mmol), phenylboronic acid (277 mg, 2.27 mmol), 1,1′-bis(diphenylphosphino)ferrocene-palladium dichloride (83 mg, 114 μmol), Na2CO3 (1.70 mL, 3.41-mmol) [2M], and DME (3 mL) was sparged with argon for 10 min then heated to 85° C. for 60 min. The reaction mixture was partitioned between EtOAc and 5% NaHCO3. The organic residue was purified on 40 grams of silica eluting with 20-60% EtOAc/hexane to give a colorless oil. M...